From a dataset of the Open Reaction Database (ORD), a public repository of structured organic reaction records. describe an organic reaction: reactants, conditions, products, and yield Reactants: CN(C)CCCl, CCO, CSc1ccncc1, Cl. Product: CSc1cc[n+](CCN(C)C)cc1, [Cl-]. As a reaction SMILES: [CH3:10][N:11]([CH2:12][CH2:13][Cl:14])[CH3:15].[CH3:16][CH2:17][OH:18].[CH3:1][S:2][c:3]1[cH:4][cH:5][n:6][cH:7][cH:8]1.[ClH:9]>>[CH3:1][S:2][c:3]1[cH:4][cH:5][n+:6]([CH2:13][CH2:12][N:11]([CH3:10])[CH3:15])[cH:7][cH:8]1.[Cl-:14]. The reactants are FC=1C=C2C=CNC2=C(C1F)C(=O)O (5,6-difluoro-1H-indol-7-carboxylic acid), C(C)(C)(C)C1=CC=C(CNCCC2=CC(=CC=C2)C(F)(F)F)C=C1 ((4-tert-butyl-benzyl)-[2-(3-trifluoromethyl-phenyl)-ethyl]-amine), CCN=C=NCCCN(C)C.Cl (EDC.HCl). Solvent: C(Cl)Cl (DCM). Yields the product C(C)(C)(C)C1=CC=C(CN(C(=O)C=2C(=C(C=C3C=CNC23)F)F)CCC2=CC(=CC=C2)C(F)(F)F)C=C1 (5,6-Difluoro-1H-indole-7-carboxylic acid (4-tert-butyl-benzyl)-[2-(3-trifluoromethyl-phenyl)-ethyl]-amide). The yield is 37.9%. As a reaction SMILES: [F:1][C:2]1[CH:3]=[C:4]2[C:8](=[C:9]([C:12]([OH:14])=O)[C:10]=1[F:11])[NH:7][CH:6]=[CH:5]2.[C:15]([C:19]1[CH:38]=[CH:37][C:22]([CH2:23][NH:24][CH2:25][CH2:26][C:27]2[CH:32]=[CH:31][CH:30]=[C:29]([C:33]([F:36])([F:35])[F:34])[CH:28]=2)=[CH:21][CH:20]=1)([CH3:18])([CH3:17])[CH3:16].CCN=C=NCCCN(C)C.Cl>C(Cl)Cl>[C:15]([C:19]1[CH:38]=[CH:37][C:22]([CH2:23][N:24]([CH2:25][CH2:26][C:27]2[CH:32]=[CH:31][CH:30]=[C:29]([C:33]([F:36])([F:34])[F:35])[CH:28]=2)[C:12]([C:9]2[C:10]([F:11])=[C:2]([F:1])[CH:3]=[C:4]3[C:8]=2[NH:7][CH:6]=[CH:5]3)=[O:14])=[CH:21][CH:20]=1)([CH3:18])([CH3:16])[CH3:17] |f:2.3|. Procedure details: 87 mg (0.44 mol) of 5,6-difluoro-1H-indol-7-carboxylic acid, 134 mg (0.40 mmol) of (4-tert-butyl-benzyl)-[2-(3-trifluoromethyl-phenyl)-ethyl]-amine and 84 mg (0.44 mmol) of EDC.HCl were dissolved in 4 ml DCM. The reaction mixture was stirred at rt over night. The solvent was evaporated and the residue was purified by column chromatography (20 g silica gel; heptane/EtOAc 4:1) to yield 78 mg (38%) product as a colorless viscous oil. MS (ISP) 515.3 (M+H)+. Reactants: CCCC(C)O, COCCOc1ccc2c(Cl)cnnc2c1, Cc1cc(F)c(N)cc1O. The product is Cl, COCCOc1ccc2c(Nc3cc(O)c(C)cc3F)cnnc2c1. RXN SMILES: [CH3:27][CH:28]([OH:29])[CH2:30][CH2:31][CH3:32].[Cl:1][c:2]1[cH:3][n:4][n:5][c:6]2[cH:7][c:8]([O:12][CH2:13][CH2:14][O:15][CH3:16])[cH:9][cH:10][c:11]12.[F:17][c:18]1[c:19]([NH2:20])[cH:21][c:22]([OH:26])[c:23]([CH3:25])[cH:24]1>>[ClH:1].[c:2]1([NH:20][c:19]2[c:18]([F:17])[cH:24][c:23]([CH3:25])[c:22]([OH:26])[cH:21]2)[cH:3][n:4][n:5][c:6]2[cH:7][c:8]([O:12][CH2:13][CH2:14][O:15][CH3:16])[cH:9][cH:10][c:11]12.